The task is: describe an organic reaction: reactants, conditions, products, and yield. This data is from the Open Reaction Database (ORD), a public repository of structured organic reaction records. Starting materials: ClC1=CC=C(C=N1)C(=O)N (6-chloro-3-pyridinecarboxamide), NC1SC=CC1(C(=O)OCC)C (2-amino-3-methyl-3-thiophenecarboxylic acid, ethyl ester), C(Cl)(Cl)Cl (chloroform). Conditions: temperature 185 celsius, time 6 hour. Product: CC1=CC2=C(N=C3N(C2=O)C=C(C=C3)C(=O)N)S1 (2-methyl-4-oxo-4H-pyrido[1,2-a]thieno[2,3-d]pyrimidine-7-carboxamide). As a reaction SMILES: Cl[C:2]1[N:7]=[CH:6][C:5]([C:8]([NH2:10])=[O:9])=[CH:4][CH:3]=1.[NH2:11][CH:12]1[C:16](C)([C:17]([O:19]CC)=O)[CH:15]=[CH:14][S:13]1.[CH:23](Cl)(Cl)Cl>>[CH3:23][C:14]1[S:13][C:12]2[N:11]=[C:2]3[CH:3]=[CH:4][C:5]([C:8]([NH2:10])=[O:9])=[CH:6][N:7]3[C:17](=[O:19])[C:16]=2[CH:15]=1. Procedure details: A mixture of 6.0 g (0.038 mol) of 6-chloro-3-pyridinecarboxamide (Aldrich Chemical Company) and 10.0 g (0.054 mol) of 2-amino-3-methyl-3-thiophenecarboxylic acid, ethyl ester (Chemische Berichte, Vol. 99, pages 94-100, 1966) is heated in an oil bath at 185° C. for one hour then at 135°-140° C. for sixteen hours and finally at 195° C. for six hours. The mixture is cooled and then suspended in hot chloroform and filtered to give 0.6 g of 2-methyl-4-oxo-4H-pyrido[1,2-a]thieno[2,3-d]pyrimidine-7-car... The reactants are CC1=C(C=C(C(=O)Cl)C=C1)S(N)(=O)=O (4-methyl-3-sulfamoylbenzoyl chloride), [N+](=[N-])=C (diazomethane). Run in C(C)OCC (diethyl ether). Yields the product CC1=C(C=C(C=C1)C(C=[N+]=[N-])=O)S(N)(=O)=O (4'-Methyl-3'-sulfamoyl-diazoacetophenone). Reaction SMILES: [CH3:1][C:2]1[CH:10]=[CH:9][C:5]([C:6](Cl)=[O:7])=[CH:4][C:3]=1[S:11](=[O:14])(=[O:13])[NH2:12].[N+:15](=[CH2:17])=[N-:16]>C(OCC)C>[CH3:1][C:2]1[CH:10]=[CH:9][C:5]([C:6](=[O:7])[CH:17]=[N+:15]=[N-:16])=[CH:4][C:3]=1[S:11](=[O:14])(=[O:13])[NH2:12]. Procedure: 12 g of 4-methyl-3-sulfamoylbenzoyl chloride were reacted as prescribed in Example 66b) with diazomethane in diethyl ether and the substance precipitating as fair yellow precipitate was filtered off. Melting point: 176° C (decomposition). Reactants: O=C(OCc1ccccc1)N1CCC(COc2ccc([N+](=O)[O-])cc2)CC1, C1CCOC1, CC(C)(C)[O-], O=S(=O)(CCl)c1cccc2ccccc12, Cl, [K+]. Yields the product O=C(OCc1ccccc1)N1CCC(COc2ccc([N+](=O)[O-])c(CS(=O)(=O)c3cccc4ccccc34)c2)CC1. Reaction SMILES: [CH2:1]([c:2]1[cH:3][cH:4][cH:5][cH:6][cH:7]1)[O:8][C:9](=[O:10])[N:11]1[CH2:12][CH2:13][CH:14]([CH2:17][O:18][c:19]2[cH:20][cH:21][c:22]([N+:25](=[O:26])[O-:27])[cH:23][cH:24]2)[CH2:15][CH2:16]1.[CH2:50]1[O:51][CH2:52][CH2:53][CH2:54]1.[CH3:43][C:44]([CH3:45])([O-:46])[CH3:47].[Cl:28][CH2:29][S:30](=[O:31])(=[O:32])[c:33]1[cH:34][cH:35][cH:36][c:37]2[cH:38][cH:39][cH:40][cH:41][c:42]12.[ClH:49].[K+:48]>>[CH2:1]([c:2]1[cH:3][cH:4][cH:5][cH:6][cH:7]1)[O:8][C:9](=[O:10])[N:11]1[CH2:12][CH2:13][CH:14]([CH2:17][O:18][c:19]2[cH:20][c:21]([CH2:29][S:30](=[O:31])(=[O:32])[c:33]3[cH:34][cH:35][cH:36][c:37]4[cH:38][cH:39][cH:40][cH:41][c:42]34)[c:22]([N+:25](=[O:26])[O-:27])[cH:23][cH:24]2)[CH2:15][CH2:16]1. Starting materials: BrC1C=C(C(C1)=O)CCCCCCC(=O)O (4-bromo-2-(6-carboxyhexyl)cyclopent-2-en-1-one), CO (methanol), N1=C(C=CC=C1C)C (2,6-lutidine), CO (MeOH). The reagents and catalysts are [B-](F)(F)(F)F.[Ag+] (silver fluoborate). Conditions: time 2 minute. The product is COC1C=C(C(C1)=O)CCCCCCC(=O)O (4-methoxy-2-(6-carboxyhexyl)cyclopent-2-en-1-one). As a reaction SMILES: Br[CH:2]1[CH2:6][C:5](=[O:7])[C:4]([CH2:8][CH2:9][CH2:10][CH2:11][CH2:12][CH2:13][C:14]([OH:16])=[O:15])=[CH:3]1.N1C(C)=CC=CC=1C.[CH3:25][OH:26]>[B-](F)(F)(F)F.[Ag+]>[CH3:25][O:26][CH:2]1[CH2:6][C:5](=[O:7])[C:4]([CH2:8][CH2:9][CH2:10][CH2:11][CH2:12][CH2:13][C:14]([OH:16])=[O:15])=[CH:3]1 |f:3.4|. Reported procedure: To a stirred solution of 5.30 g. of crude 4-bromo-2-(6-carboxyhexyl)cyclopent-2-en-1-one (Example 8) in 85ml. of methanol at 0°-3° C. is added 4.40 g. (22.6 mmole) of silver fluoborate in one portion. After 2 minutes, the mixture is treated with 2.66 g. (24.8 l mmoles) of 2,6-lutidine. After stirring for 30 minutes at 0°-3° C. the mixture is stirred at ambient temperature for 45 minutes. Silver bromide is removed by filtration, and the filtrate is concentrated to a volume of 40 ml. The solution ...